This data is from the Open Reaction Database (ORD), a public repository of structured organic reaction records. The task is: describe an organic reaction: reactants, conditions, products, and yield Reactants: ClCCl, OCc1cc2c(cn1)OCCO2. The product is O=Cc1cc2c(cn1)OCCO2. RXN SMILES: [Cl:13][CH2:14][Cl:15].[O:1]1[CH2:2][CH2:3][O:4][c:5]2[cH:6][n:7][c:8]([CH2:11][OH:12])[cH:9][c:10]21>>[O:1]1[CH2:2][CH2:3][O:4][c:5]2[cH:6][n:7][c:8]([CH:11]=[O:12])[cH:9][c:10]21.